This data is from the Open Reaction Database (ORD), a public repository of structured organic reaction records. The task is: describe an organic reaction: reactants, conditions, products, and yield Starting materials: C1(CC1)C=1N=CC(=NC1OCC1CC1)C(=O)O (5-cyclopropyl-6-cyclopropylmethoxy-pyrazine-2-carboxylic acid), Cl.NC1(CCCCC1)CO ((1-amino-cyclohexyl)-methanol hydrochloride). Product: OCC1(CCCCC1)NC(=O)C1=NC(=C(N=C1)C1CC1)OCC1CC1 (5-Cyclopropyl-6-cyclopropylmethoxy-pyrazine-2-carboxylic acid (1-hydroxymethyl-cyclohexyl)-amide). RXN SMILES: [CH:1]1([C:4]2[N:5]=[CH:6][C:7]([C:15]([OH:17])=O)=[N:8][C:9]=2[O:10][CH2:11][CH:12]2[CH2:14][CH2:13]2)[CH2:3][CH2:2]1.Cl.[NH2:19][C:20]1([CH2:26][OH:27])[CH2:25][CH2:24][CH2:23][CH2:22][CH2:21]1>>[OH:27][CH2:26][C:20]1([NH:19][C:15]([C:7]2[CH:6]=[N:5][C:4]([CH:1]3[CH2:2][CH2:3]3)=[C:9]([O:10][CH2:11][CH:12]3[CH2:13][CH2:14]3)[N:8]=2)=[O:17])[CH2:25][CH2:24][CH2:23][CH2:22][CH2:21]1 |f:1.2|. Procedure: The title compound was synthesized in analogy to Example 69, using 5-cyclopropyl-6-cyclopropylmethoxy-pyrazine-2-carboxylic acid (Example 10 g, 50 mg, 0.214 mmol) and (1-amino-cyclohexyl)-methanol hydrochloride (CAN 5460-68-4, 22.8 mg, 0.17 mmol) as starting materials and isolated (46 mg, 62.32%) as white solid; LC-MS (UV peak area, ESI) 96.49%, 346.0 (M+H)+.